From a dataset of the Open Reaction Database (ORD), a public repository of structured organic reaction records. describe an organic reaction: reactants, conditions, products, and yield Starting materials: C(C)(C)C=1C=NC(=NC1)N1CCC(CC1)[C@@H]1[C@@H](C1)CO ({(1R,2R)-2-[1-(5-isopropylpyrimidin-2-yl)piperidin-4-yl]cyclopropyl}methanol), IC[C@H]1[C@H](C1)C1CCN(CC1)C1=NC=C(C=N1)C(C)C (2-{4-[(1R,2R)-2-(iodomethyl)cyclopropyl]piperidin-1-yl}-5-isopropylpyrimidine), CS(=O)(=O)C1=CC=C(CO)C=C1 (4-(methylsulfonyl)benzyl alcohol). The product is C(C)(C)C=1C=NC(=NC1)N1CCC(CC1)[C@@H]1[C@@H](C1)COCC1=CC=C(C=C1)S(=O)(=O)C (5-isopropyl-2-{4-[(1R,2R)-2-({[4-(methylsulfonyl)benzyl]oxy}methyl)cyclopropyl]piperidin-1-yl}pyrimidine). RXN SMILES: [CH:1]([C:4]1[CH:5]=[N:6][C:7]([N:10]2[CH2:15][CH2:14][CH:13]([C@H:16]3[CH2:18][C@H:17]3[CH2:19][OH:20])[CH2:12][CH2:11]2)=[N:8][CH:9]=1)([CH3:3])[CH3:2].IC[C@@H]1C[C@@H]1C1CCN(C2N=CC(C(C)C)=CN=2)CC1.[CH3:41][S:42]([C:45]1[CH:52]=[CH:51][C:48]([CH2:49]O)=[CH:47][CH:46]=1)(=[O:44])=[O:43]>>[CH:1]([C:4]1[CH:5]=[N:6][C:7]([N:10]2[CH2:15][CH2:14][CH:13]([C@H:16]3[CH2:18][C@H:17]3[CH2:19][O:20][CH2:49][C:48]3[CH:47]=[CH:46][C:45]([S:42]([CH3:41])(=[O:44])=[O:43])=[CH:52][CH:51]=3)[CH2:12][CH2:11]2)=[N:8][CH:9]=1)([CH3:3])[CH3:2]. Procedure: Using the procedure outlined in intermediate 8 (step B) the product from step C was reacted with 4-(methylsulfonyl)benzyl alcohol to yield the title compound. MS (ESI) m/z 444 [M+H]+. GPR119 Human EC50: 0.26 nM Starting materials: COC1=C(C=CC(=C1)OC)N=C=O (2,4-Dimethoxyphenyl isocyanate), C(CCCCCC)NCC1=CC=C(C=C1)OC(COC)OC (N-n-Heptyl-4-(1,2-dimethoxyethoxy)benzylamine). The solvent is C(C)#N (acetonitrile). Reaction conditions: time 2 day. Yields the product COC(COC)OC1=CC=C(CN(C(=O)NC2=C(C=C(C=C2)OC)OC)CCCCCCC)C=C1 (1-[4-(1,2-Dimethoxyethoxy)benzyl]-3-(2,4-dimethoxyphenyl)-1-heptylurea). Yield: 85.1%. As a reaction SMILES: [CH3:1][O:2][C:3]1[CH:8]=[C:7]([O:9][CH3:10])[CH:6]=[CH:5][C:4]=1[N:11]=[C:12]=[O:13].[CH2:14]([NH:21][CH2:22][C:23]1[CH:28]=[CH:27][C:26]([O:29][CH:30]([O:34][CH3:35])[CH2:31][O:32][CH3:33])=[CH:25][CH:24]=1)[CH2:15][CH2:16][CH2:17][CH2:18][CH2:19][CH3:20]>C(#N)C>[CH3:35][O:34][CH:30]([O:29][C:26]1[CH:25]=[CH:24][C:23]([CH2:22][N:21]([CH2:14][CH2:15][CH2:16][CH2:17][CH2:18][CH2:19][CH3:20])[C:12]([NH:11][C:4]2[CH:5]=[CH:6][C:7]([O:9][CH3:10])=[CH:8][C:3]=2[O:2][CH3:1])=[O:13])=[CH:28][CH:27]=1)[CH2:31][O:32][CH3:33]. Procedure: 2,4-Dimethoxyphenyl isocyanate (Aldrich, 5.6 g) was added in one portion to a stirred solution of the product from step (c) (10.3 g) in acetonitrile (50 ml). The mixture was stood at room temperature for 2 days and then evaporated in vacuo to give a mobile pale tan oil which was flash chromatographed through a silica column using cyclohexane/ethyl acetate (1:1) as eluant to give the desired product as a colourless oil (13.0 g). Starting materials: ClC=1C(=NC=CC1)C1=CC2=C(C(=NS2(=O)=O)O)C=C1 (6-(3-chloropyridin-2-yl)-1,2-benzisothiazol-3-ol 1,1-dioxide), FC(F)(F)S(=O)(=O)C1=CC=C(C=C1)N (4-aminophenyl trifluoromethyl sulphone), C(C)(C)(C)C1=CC=C(N)C=C1 (4-tert-butylaniline). Yields the product FC(C=1C(=NC=CC1)C1=CC2=C(C(=NS2(=O)=O)NC2=CC=C(C=C2)S(=O)(=O)C(F)(F)F)C=C1)(F)F (6-[3-(trifluoromethyl)pyridin-2-yl]-N-{4-[(trifluoromethyl)sulfonyl]phenyl}-1,2-benzisothiazol-3-amine 1,1-dioxide). RXN SMILES: Cl[C:2]1[C:3]([C:8]2[CH:19]=[CH:18][C:11]3[C:12](O)=[N:13][S:14](=[O:16])(=[O:15])[C:10]=3[CH:9]=2)=[N:4][CH:5]=[CH:6][CH:7]=1.[F:20][C:21]([S:24]([C:27]1[CH:32]=[CH:31][C:30]([NH2:33])=[CH:29][CH:28]=1)(=[O:26])=[O:25])([F:23])[F:22].C(C1C=CC(N)=CC=1)(C)(C)C>>[F:20][C:21]([F:23])([F:22])[C:2]1[C:3]([C:8]2[CH:19]=[CH:18][C:11]3[C:12]([NH:33][C:30]4[CH:31]=[CH:32][C:27]([S:24]([C:21]([F:23])([F:22])[F:20])(=[O:25])=[O:26])=[CH:28][CH:29]=4)=[N:13][S:14](=[O:16])(=[O:15])[C:10]=3[CH:9]=2)=[N:4][CH:5]=[CH:6][CH:7]=1. Reported procedure: The title compound was prepared using the procedure of Example 1C, substituting the product of Example 7B (0.1476 g, 0.450 mmol) for the product of Example 1B and substituting 4-aminophenyl trifluoromethyl sulphone (0.2571 g, 1.14 mmol) for 4-tert-butylaniline. MS (ESI+) m/z 536 (M+H)+, m/z 534 (M−H)−; 1H NMR (CD3OD) δ 7.73 (dd, J 4.7, 8.1, 1H), 7.99 (d, J 8.2, 1H), 8.12 (s, 1H), 8.19 (d, J 9.2, 2H), 8.38 (m, 3H), 8.46 (d, J 7.8, 1H), 8.92 (d, J 4.4, 1H). Reactants: CC(=O)CC (methylethylketone), C1(=CC=CC=C1)NC1=CC=CC=C1 (diphenylamine), CC1(C2=CC=CC=C2C=2C=CC=CC12)C (9,9-dimethylfluorene), potassium carbonate anhydride. Reagents/catalysts: [Cu] (copper). Run at time 8 hour. The product is C1(=CC=CC=C1)N(C1=CC=CC=C1)C1C(C=2C(C3=CC=CC=C3C2C=C1)(C)C)=O (2-(N,N-diphenyl)amino-9,9-dimethylfluorenone). Isolated yield 79.0%. As a reaction SMILES: [C:1]1([NH:7][C:8]2[CH:13]=[CH:12][CH:11]=[CH:10][CH:9]=2)[CH:6]=[CH:5][CH:4]=[CH:3][CH:2]=1.[CH3:14][C:15]1([CH3:28])[C:27]2[CH:26]=[CH:25][CH:24]=[CH:23][C:22]=2[C:21]2[C:16]1=[CH:17][CH:18]=[CH:19][CH:20]=2.CC(CC)=[O:31]>[Cu]>[C:8]1([N:7]([CH:18]2[CH:19]=[CH:20][C:21]3[C:22]4[C:27](=[CH:26][CH:25]=[CH:24][CH:23]=4)[C:15]([CH3:28])([CH3:14])[C:16]=3[C:17]2=[O:31])[C:1]2[CH:2]=[CH:3][CH:4]=[CH:5][CH:6]=2)[CH:9]=[CH:10][CH:11]=[CH:12][CH:13]=1. Procedure details: 16.9 g of diphenylamine, 50.0 g of 9,9-dimethylfluorene, 10.0 g of potassium carbonate anhydride and 3.0 g of copper powder were added to 70 ml of o-dichlorobenze, followed by stirring for 8 hours at 180°-185° C. After the reaction, the reaction mixture was cooled and subjected to filtration. The filtrate was concentrated under reduced pressure to obtain a solid. An appropriate amount of methylethylketone was added to the solid to obtain a crystal. The crystal was recovered by filtration and pur... Reactants: FC=1C=C(C=O)C=C(C1)F (3,5-difluorobenzaldehyde), C[Mg]Br (methylmagnesium bromide). The solvent is C1CCOC1 (THF), C1CCOC1 (THF). Run at temperature 2.5 celsius, time 1 hour. The product is FC=1C=C(C=C(C1)F)C(C)O (1-(3,5-Difluorophenyl)ethanol). The yield is 90.4%. RXN SMILES: [F:1][C:2]1[CH:3]=[C:4]([CH:7]=[C:8]([F:10])[CH:9]=1)[CH:5]=[O:6].[CH3:11][Mg]Br>C1COCC1>[F:1][C:2]1[CH:3]=[C:4]([CH:5]([OH:6])[CH3:11])[CH:7]=[C:8]([F:10])[CH:9]=1. Reported procedure: To a solution of 3,5-difluorobenzaldehyde (3.00 g, 21.1 mmol) in THF (30 mL) at 0-5° C. was added methylmagnesium bromide in THF (3.0 M; 8.44 mL, 25.3 mmol) dropwise. The mixture was stirred at 0-5° C. for 1 h, quenched with brine, and then extracted with EtOAc (2 times). The combined organic phases were washed with water and brine, dried over Na2SO4, and concentrated under reduced pressure to give the sub-title compound as a colorless oil (3.02 g, 90.4%). 1H NMR (300 MHz, CDCl3) δ 6.89 (m, 2H),... The reactants are BrC1=CC=C(N)C=C1 (4-bromoaniline), S(O)(O)(=O)=O (sulphuric acid). Run in ClC1=C(C=CC=C1)Cl (1,2-dichlorobenzene). Reaction conditions: temperature 180 celsius. The product is NC1=C(C=C(C=C1)Br)S(=O)(=O)O (2-amino-5-bromobenzenesulphonic acid). RXN SMILES: [Br:1][C:2]1[CH:8]=[CH:7][C:5]([NH2:6])=[CH:4][CH:3]=1.[S:9](=O)(=[O:12])([OH:11])[OH:10]>ClC1C=CC=CC=1Cl>[NH2:6][C:5]1[CH:7]=[CH:8][C:2]([Br:1])=[CH:3][C:4]=1[S:9]([OH:12])(=[O:11])=[O:10]. Procedure details: A mixture containing 31 g (180 mmol) of 4-bromoaniline and 9.7 ml (220 mmol) of sulphuric acid in 200 ml of 1,2-dichlorobenzene is heated at 180° C. for 6 hours. The reaction medium is allowed to cool to room temperature and is then filtered. The residue is washed with dichloromethane. Reactants: ClC1=NC=C(C(=O)O)C=C1 (6-chloro-nicotinic acid), O(C1=CC=CC=C1)C1=CC=C(CCN)C=C1 (4-phenoxyphenethylamine), ClC1=NC=C(C(=O)NCCC2=CC=C(C=C2)OC2=CC=CC=C2)C=C1 (6-chloro-N-[2-(4-phenoxy-phenyl)-ethyl]-nicotinamide), N1CCCCC1 (piperidine). Yields the product O(C1=CC=CC=C1)C1=CC=C(C=C1)CCNC(C1=CN=C(C=C1)N1CCCC1)=O (N-[2-(4-Phenoxy-phenyl)-ethyl]-6-pyrrolidin-1-yl-nicotinamide). Reaction SMILES: ClC1[CH:10]=[CH:9][C:5](C(O)=O)=[CH:4][N:3]=1.O(C1C=CC(CCN)=CC=1)C1C=CC=CC=1.Cl[C:28]1[CH:51]=[CH:50][C:31]([C:32]([NH:34][CH2:35][CH2:36][C:37]2[CH:42]=[CH:41][C:40]([O:43][C:44]3[CH:49]=[CH:48][CH:47]=[CH:46][CH:45]=3)=[CH:39][CH:38]=2)=[O:33])=[CH:30][N:29]=1.N1CCCCC1>>[O:43]([C:40]1[CH:41]=[CH:42][C:37]([CH2:36][CH2:35][NH:34][C:32](=[O:33])[C:31]2[CH:50]=[CH:51][C:28]([N:3]3[CH2:4][CH2:5][CH2:9][CH2:10]3)=[N:29][CH:30]=2)=[CH:38][CH:39]=1)[C:44]1[CH:49]=[CH:48][CH:47]=[CH:46][CH:45]=1. Procedure details: In analogy to example 21, 6-chloro-nicotinic acid was coupled with 4-phenoxyphenethylamine. The intermediate 6-chloro-N-[2-(4-phenoxy-phenyl)-ethyl]-nicotinamide was reacted with piperidine. White solid. MS (ISP): 388.3 ([M+H]+)